From a dataset of the Open Reaction Database (ORD), a public repository of structured organic reaction records. describe an organic reaction: reactants, conditions, products, and yield Reactants: [Li] (lithium), O1[C@H]2[C@@H]1C(C=C1C=C[C@H]3[C@@H]4CC[C@H]([C@@H](CCC(C(C)C)=O)C)[C@]4(CC[C@@H]3[C@@]21C)C)=O (1α, 2α-epoxycholesta-4,6-dien-3,24- dione), [Li] (lithium), C(C)O (ethanol). Solvent: liquid, [NH4+] (ammonium), O1CCCC1 (tetrahydrofuran). Conditions: temperature -75 celsius. Yields the product O[C@H]1C[C@@H](CC2=CC[C@H]3[C@@H]4CC[C@H]([C@@H](CCC(C(C)C)O)C)[C@]4(CC[C@@H]3[C@@]12C)C)O (1α, 3β, 24-trihydroxycholest-5-ene). Isolated yield 63.0%. As a reaction SMILES: [Li].[O:2]1[C@H:4]2[C:5](=[O:31])[CH:6]=[C:7]3[C@:28]([CH3:29])([C@@H:3]12)[C@@H:27]1[C@H:10]([C@H:11]2[C@:24]([CH3:30])([CH2:25][CH2:26]1)[C@@H:14]([C@H:15]([CH3:23])[CH2:16][CH2:17][C:18](=[O:22])[CH:19]([CH3:21])[CH3:20])[CH2:13][CH2:12]2)[CH:9]=[CH:8]3.C(O)C>[NH4+].O1CCCC1>[OH:2][C@@H:3]1[C@@:28]2([CH3:29])[C:7](=[CH:8][CH2:9][C@@H:10]3[C@@H:27]2[CH2:26][CH2:25][C@@:24]2([CH3:30])[C@H:11]3[CH2:12][CH2:13][C@@H:14]2[C@H:15]([CH3:23])[CH2:16][CH2:17][CH:18]([OH:22])[CH:19]([CH3:21])[CH3:20])[CH2:6][C@@H:5]([OH:31])[CH2:4]1 |^1:0|. Procedure details: First, 1.80 g (35 equivalent amount) of metal lithium was dissolved in 130 ml of liquid ammonium under a nitrogen atmosphere and to the solution 3.00 g of 1α, 2α-epoxycholesta-4,6-dien-3,24- dione dissolved in 150 ml of tetrahydrofuran was dropwise added for 90 minutes while maintaining the temperature of the reaction mixture at -75° C. Then 60 minutes later, the temperature of the reaction mixture was increased to -34° C. for about 30 minutes and to the mixture was dropwise added 40.3 g (120 eq... Reported procedure: Using the same procedure as in Example 26, methyl (2S)-2-[(4-{[1-(1,3-thiazol-2-ylmethyl)-1H-indazol-5-yl]amino}quinazolin-5-yl)oxy]propanoate (250 mg, 0.54 mmol) was reacted with dimethylamine to give the title compound as a white solid (195 mg, 76%); NMR Spectrum 1.59 (d, 3H), 2.93 (s, 3H), 3.14 (s, 3H), 5.85 (q, 1H), 6.04 (s, 2H), 7.30 (d, 1H), 7.35 (d, 1H), 7.65 (d, 1H), 7.74 (m, 3H), 7.87 (dd, 1H), 8.20 (s, 1H), 8.51 (s, 1H), 8.55 (s, 1H), 11.15 (br s, 1H); Mass spectrum 474. As a reaction SMILES: [S:1]1[CH:5]=[CH:4][N:3]=[C:2]1[CH2:6][N:7]1[C:15]2[C:10](=[CH:11][C:12]([NH:16][C:17]3[C:26]4[C:21](=[CH:22][CH:23]=[CH:24][C:25]=4[O:27][C@@H:28]([CH3:33])[C:29](OC)=[O:30])[N:20]=[CH:19][N:18]=3)=[CH:13][CH:14]=2)[CH:9]=[N:8]1.[CH3:34][NH:35][CH3:36]>>[CH3:34][N:35]([CH3:36])[C:29](=[O:30])[C@@H:28]([O:27][C:25]1[CH:24]=[CH:23][CH:22]=[C:21]2[C:26]=1[C:17]([NH:16][C:12]1[CH:11]=[C:10]3[C:15](=[CH:14][CH:13]=1)[N:7]([CH2:6][C:2]1[S:1][CH:5]=[CH:4][N:3]=1)[N:8]=[CH:9]3)=[N:18][CH:19]=[N:20]2)[CH3:33]. Starting materials: S1C(=NC=C1)CN1N=CC2=CC(=CC=C12)NC1=NC=NC2=CC=CC(=C12)O[C@H](C(=O)OC)C (methyl (2S)-2-[(4-{[1-(1,3-thiazol-2-ylmethyl)-1H-indazol-5-yl]amino}quinazolin-5-yl)oxy]propanoate), CNC (dimethylamine). The product is CN(C([C@H](C)OC1=C2C(=NC=NC2=CC=C1)NC=1C=C2C=NN(C2=CC1)CC=1SC=CN1)=O)C ((2S)—N,N-dimethyl-2-[(4-{[1-(1,3-thiazol-2-ylmethyl)-1H-indazol-5-yl]amino}quinazolin-5-yl)oxy]propanamide). Yield: 76.0%. RXN SMILES: [CH2:1]([CH:3]1[CH:29]=[C:28]([CH3:30])[CH2:27][CH:26]([CH3:31])[CH2:25][CH:24]([O:32][CH3:33])[CH:23]2[O:34][C:19]([OH:38])([CH:20]([CH3:37])[CH2:21][CH:22]2[O:35][CH3:36])[C:18](=[O:39])[C:17](=[O:40])[N:16]2[CH:11]([CH2:12][CH2:13][CH2:14][CH2:15]2)[C:10](=[O:41])[O:9][CH:8]([C:42]([CH3:60])=[CH:43][CH:44]2[CH2:49][CH2:48][CH:47]([O:50][Si](C(C)(C)C)(C)C)[CH:46]([O:58][CH3:59])[CH2:45]2)[CH:7]([CH3:61])[CH:6]([O:62][Si:63]([C:66]([CH3:69])([CH3:68])[CH3:67])([CH3:65])[CH3:64])[CH2:5][C:4]1=[O:70])[CH3:2].F>C(#N)C.C(OCC)(=O)C>[CH2:1]([CH:3]1[CH:29]=[C:28]([CH3:30])[CH2:27][CH:26]([CH3:31])[CH2:25][CH:24]([O:32][CH3:33])[CH:23]2[O:34][C:19]([OH:38])([CH:20]([CH3:37])[CH2:21][CH:22]2[O:35][CH3:36])[C:18](=[O:39])[C:17](=[O:40])[N:16]2[CH:11]([CH2:12][CH2:13][CH2:14][CH2:15]2)[C:10](=[O:41])[O:9][CH:8]([C:42]([CH3:60])=[CH:43][CH:44]2[CH2:49][CH2:48][CH:47]([OH:50])[CH:46]([O:58][CH3:59])[CH2:45]2)[CH:7]([CH3:61])[CH:6]([O:62][Si:63]([C:66]([CH3:67])([CH3:68])[CH3:69])([CH3:65])[CH3:64])[CH2:5][C:4]1=[O:70])[CH3:2]. Reaction conditions: time 4 hour. Reactants: C(C)C1C(CC(C(C(OC(C2CCCCN2C(C(C2(C(CC(C(C(CC(CC(=C1)C)C)OC)O2)OC)C)O)=O)=O)=O)C(=CC2CC(C(CC2)O[Si](C)(C)C(C)(C)C)OC)C)C)O[Si](C)(C)C(C)(C)C)=O (17-ethyl-1-hydroxy-14-(tert-butyldimethylsiloxy)-12-[2'-(4"-(tert-butyldimethylsiloxy)-3"-methoxycyclohexyl)-1'-methylvinyl]-23,25-dimethoxy-13,19,21,27-tetramethyl-11,28-dioxa-4-azatricyclo[22.3.1.04,9 ]octacos-18-ene-2,3,10,16-tetraone), F (hydrogen fluoride). Run in C(C)#N (acetonitrile), C(C)#N (acetonitrile), C(C)(=O)OCC (ethyl acetate). Procedure: To a solution of 17-ethyl-1-hydroxy-14-(tert-butyldimethylsiloxy)-12-[2'-(4"-(tert-butyldimethylsiloxy)-3"-methoxycyclohexyl)-1'-methylvinyl]-23,25-dimethoxy-13,19,21,27-tetramethyl-11,28-dioxa-4-azatricyclo[22.3.1.04,9 ]octacos-18-ene-2,3,10,16-tetraone (2.91 g) in acetonitrile (15 ml) was added a solution of 2% hydrogen fluoride in aqueous acetonitrile (2 ml), and the mixture stirred at room temperature. After 4 hours, the solution was diluted with ethyl acetate, extracted with saturated sodiu... The product is C(C)C1C(CC(C(C(OC(C2CCCCN2C(C(C2(C(CC(C(C(CC(CC(=C1)C)C)OC)O2)OC)C)O)=O)=O)=O)C(=CC2CC(C(CC2)O)OC)C)C)O[Si](C)(C)C(C)(C)C)=O (17-Ethyl-1-hydroxy-14-(tert-butyldimethylsiloxy)-12-[2'-(4"-hydroxy-3"-methoxycyclohexyl)-1'-methylvinyl]-23,25-dimethoxy-13,19,21,27-tetramethyl-11,28-dioxa-4-azatricyclo[22.3.1.04,9 ]octacos-18-ene-2,3,10,16-tetraone). Isolated yield 58.4%. The reactants are BrC=1C=CC(=C(C(=O)O)C1)NS(=O)(=O)C1=CC=C(C=C1)OC(F)(F)F (5-Bromo-2-(4-trifluoromethoxy-benzenesulfonylamino)-benzoic acid), S(=O)(Cl)Cl (thionyl chloride). Yields the product BrC=1C=CC(=C(C(=O)Cl)C1)NS(=O)(=O)C1=CC=C(C=C1)OC(F)(F)F (5-Bromo-2-(4-trifluoromethoxy-benzenesulfonylamino)-benzoyl chloride). Reaction SMILES: [Br:1][C:2]1[CH:3]=[CH:4][C:5]([NH:11][S:12]([C:15]2[CH:20]=[CH:19][C:18]([O:21][C:22]([F:25])([F:24])[F:23])=[CH:17][CH:16]=2)(=[O:14])=[O:13])=[C:6]([CH:10]=1)[C:7](O)=[O:8].S(Cl)([Cl:28])=O>>[Br:1][C:2]1[CH:3]=[CH:4][C:5]([NH:11][S:12]([C:15]2[CH:20]=[CH:19][C:18]([O:21][C:22]([F:25])([F:24])[F:23])=[CH:17][CH:16]=2)(=[O:14])=[O:13])=[C:6]([CH:10]=1)[C:7]([Cl:28])=[O:8]. Procedure details: 5-Bromo-2-(4-trifluoromethoxy-benzenesulfonylamino)-benzoic acid (3.27 g, 7.4 mmol) was suspended in thionyl chloride (30 mL). The mixture was heated to reflux for 4 hours. The solvent was removed to dryness. The residue was dissolved in anhydrous ethyl acetate and solvent removed (2×20 mL). The solid was dried at 40° C. in vacuum oven overnight.